From a dataset of the Open Reaction Database (ORD), a public repository of structured organic reaction records. describe an organic reaction: reactants, conditions, products, and yield Reactants: N(N)C(=O)OC(C)(C)C (1,1-dimethylethyl hydrazinecarboxylate), C(CCl)Cl (EDC), C=1C=CC2=C(C1)N=NN2O (HOBt), CC1=C(N=CS1)C(=O)O (5-methyl-1,3-thiazole-4-carboxylic acid). Solvent: ClCCl (dichloromethane), ClCCl (DCM). Run at time 0.5 hour. The product is CC1=C(N=CS1)C(=O)NNC(=O)OC(C)(C)C (1,1-Dimethylethyl 2-[(5-methyl-1,3-thiazol-4-yl)carbonyl]hydrazinecarboxylate). As a reaction SMILES: [CH3:1][C:2]1[S:6][CH:5]=[N:4][C:3]=1[C:7]([OH:9])=O.C(Cl)CCl.C1C=CC2N(O)N=NC=2C=1.[NH:24]([C:26]([O:28][C:29]([CH3:32])([CH3:31])[CH3:30])=[O:27])[NH2:25]>ClCCl>[CH3:1][C:2]1[S:6][CH:5]=[N:4][C:3]=1[C:7]([NH:25][NH:24][C:26]([O:28][C:29]([CH3:32])([CH3:31])[CH3:30])=[O:27])=[O:9]. Procedure details: A solution of 5-methyl-1,3-thiazole-4-carboxylic acid (500 mg, 3.49 mmol) in dry dichloromethane (DCM) (17.500 ml) was stirred at room temperature under an atmosphere of argon. EDC (736 mg, 3.84 mmol) and HOBt (267 mg, 1.746 mmol) were added to the stirred solution and the resulting solution was stirred at room temperature for ½ hour. After this time, 1,1-dimethylethyl hydrazinecarboxylate (554 mg, 4.19 mmol) was added and the solution was stirred for a further 16 hours (overnight) at room tempe... The reactants are C[C@@H]1OC1 ((S)-2-methyloxirane), CC=1NC=C(N1)C(=O)OCC (Ethyl 2-methyl-1H-imidazole-4-carboxylate), C([O-])([O-])=O.[K+].[K+] (potassium carbonate), C[C@@H]1OC1 ((S)-2-methyloxirane). Isolated yield 40.4%. Reaction SMILES: [CH3:1][C:2]1[NH:3][CH:4]=[C:5]([C:7]([O:9][CH2:10][CH3:11])=[O:8])[N:6]=1.C(=O)([O-])[O-].[K+].[K+].[CH3:18][C@H:19]1[CH2:21][O:20]1>CN(C=O)C>[OH:20][C@@H:19]([CH3:21])[CH2:18][N:3]1[CH:4]=[C:5]([C:7]([O:9][CH2:10][CH3:11])=[O:8])[N:6]=[C:2]1[CH3:1] |f:1.2.3|. The solvent is CN(C)C=O (DMF). Product: O[C@H](CN1C(=NC(=C1)C(=O)OCC)C)C ((S)-Ethyl 1-(2-hydroxypropyl)-2-methyl-1H-imidazole-4-carboxylate). Conditions: temperature 60 celsius, time 5.5 hour. Procedure details: Ethyl 2-methyl-1H-imidazole-4-carboxylate (1.622 mmol, 250 mg) and potassium carbonate (16.22 mmol, 2241 mg) were dissolved in dry DMF (5 ml) under nitrogen atmosphere. (S)-2-methyloxirane (24.32 mmol, 1.723 ml) was added and the resulting mixture was heated to 60° C. and stirred for 5.5 h. More (S)-2-methyloxirane (1 ml) was added and the stirring continued at 60° C. for one additional hour. The solvent was evaporated. The crude product was purified by flash chromatography. 139 mg of the title ... Reactants: Cl, [Li]C, C1CCOC1, CC(=O)c1ccccc1O. Yields the product CC(C)(O)c1ccccc1O. Reaction SMILES: [ClH:13].[Li:11][CH3:12].[O:14]1[CH2:15][CH2:16][CH2:17][CH2:18]1.[OH:1][c:2]1[c:3]([C:8]([CH3:9])=[O:10])[cH:4][cH:5][cH:6][cH:7]1>>[OH:1][c:2]1[c:3]([C:8]([CH3:9])([OH:10])[CH3:12])[cH:4][cH:5][cH:6][cH:7]1. RXN SMILES: [C:1]([CH3:2])([CH3:3])([CH3:4])[O:5][C:6](=[O:7])[N:8]1[CH:9]([CH2:14][OH:15])[CH2:10][CH:11]([F:13])[CH2:12]1.[CH2:18]([c:19]1[cH:20][cH:21][cH:22][cH:23][cH:24]1)[O:25][CH2:26][CH:27]=[CH:28][CH2:29][Br:30].[CH2:32]1[O:33][CH2:34][CH2:35][CH2:36]1.[CH2:38]([N+:39]([CH2:40][CH2:41][CH2:42][CH3:43])([CH2:44][CH2:45][CH2:46][CH3:47])[CH2:48][CH2:49][CH2:50][CH3:51])[CH2:52][CH2:53][CH3:54].[H-:16].[I-:37].[Na+:17].[OH2:31]>>[C:1]([CH3:2])([CH3:3])([CH3:4])[O:5][C:6](=[O:7])[N:8]1[CH:9]([CH2:14][O:15][CH2:29][CH:28]=[CH:27][CH2:26][O:25][CH2:18][c:19]2[cH:20][cH:21][cH:22][cH:23][cH:24]2)[CH2:10][CH:11]([F:13])[CH2:12]1. The product is CC(C)(C)OC(=O)N1CC(F)CC1COCC=CCOCc1ccccc1. Starting materials: CC(C)(C)OC(=O)N1CC(F)CC1CO, BrCC=CCOCc1ccccc1, C1CCOC1, CCCC[N+](CCCC)(CCCC)CCCC, [H-], [I-], [Na+], O. Starting materials: ClC1=NC=2C=C(C=C(C2C=C1)S(=O)(=O)NC1CCCC1)C=1C(=NOC1C)C (2-chloro-N-cyclopentyl-7-(3,5-dimethylisoxazol-4-yl)quinoline-5-sulfonamide), C1(CC1)CN (cyclopropylmethyl amine). The solvent is CN(C)C=O (DMF). Run at temperature 110 celsius. The product is C1(CCCC1)NS(=O)(=O)C=1C=2C=CC(=NC2C=C(C1)C=1C(=NOC1C)C)NCC1CC1 (N-cyclopentyl-2-((cyclopropylmethyl)amino)-7-(3,5-dimethylisoxazol-4-yl)quinoline-5-sulfonamide). RXN SMILES: Cl[C:2]1[CH:11]=[CH:10][C:9]2[C:8]([S:12]([NH:15][CH:16]3[CH2:20][CH2:19][CH2:18][CH2:17]3)(=[O:14])=[O:13])=[CH:7][C:6]([C:21]3[C:22]([CH3:27])=[N:23][O:24][C:25]=3[CH3:26])=[CH:5][C:4]=2[N:3]=1.[CH:28]1([CH2:31][NH2:32])[CH2:30][CH2:29]1>CN(C=O)C>[CH:16]1([NH:15][S:12]([C:8]2[C:9]3[CH:10]=[CH:11][C:2]([NH:32][CH2:31][CH:28]4[CH2:30][CH2:29]4)=[N:3][C:4]=3[CH:5]=[C:6]([C:21]3[C:22]([CH3:27])=[N:23][O:24][C:25]=3[CH3:26])[CH:7]=2)(=[O:14])=[O:13])[CH2:20][CH2:19][CH2:18][CH2:17]1. Procedure: A mixture of 2-chloro-N-cyclopentyl-7-(3,5-dimethylisoxazol-4-yl)quinoline-5-sulfonamide (23 mg, 0.057 mmol), cyclopropylmethyl amine (0.2 mL) and DMF (0.5 mL) was heated at 110° C. for 1 hour. The reaction mixture was purified by preparative HPLC to give the desired product, N-cyclopentyl-2-((cyclopropylmethyl)amino)-7-(3,5-dimethylisoxazol-4-yl)quinoline-5-sulfonamide. Reactants: C(C(C)C)OC(C)ONC(=O)C=1C=NC(=NC1)N1CC2CN(CC2C1)S(=O)(=O)C1=CC2=CC=CC=C2C=C1 (N-(1-isobutoxyethoxy) 2-[5-(naphthalene-2-sulfonyl)-hexahydropyrrolo[3,4-c]pyrrol-2(1H)-yl]-pyrimidine-5-carboxamide), C(=O)(C(F)(F)F)O.C(Cl)Cl.CO (TFA DCM MeOH). Conditions: time 2 hour. The product is ONC(=O)C=1C=NC(=NC1)N1CC2CN(CC2C1)S(=O)(=O)C1=CC2=CC=CC=C2C=C1 (N-Hydroxy 2-[5-(naphthalene-2-sulfonyl)hexahydropyrrolo[3,4-c]pyrrol-2(1H)-yl]pyrimidine-5-carboxamide). Isolated yield 43.2%. Reaction SMILES: C(OC([O:8][NH:9][C:10]([C:12]1[CH:13]=[N:14][C:15]([N:18]2[CH2:25][CH:24]3[CH:20]([CH2:21][N:22]([S:26]([C:29]4[CH:38]=[CH:37][C:36]5[C:31](=[CH:32][CH:33]=[CH:34][CH:35]=5)[CH:30]=4)(=[O:28])=[O:27])[CH2:23]3)[CH2:19]2)=[N:16][CH:17]=1)=[O:11])C)C(C)C.C(O)(C(F)(F)F)=O.C(Cl)Cl.CO>>[OH:8][NH:9][C:10]([C:12]1[CH:13]=[N:14][C:15]([N:18]2[CH2:25][CH:24]3[CH:20]([CH2:21][N:22]([S:26]([C:29]4[CH:38]=[CH:37][C:36]5[C:31](=[CH:32][CH:33]=[CH:34][CH:35]=5)[CH:30]=4)(=[O:28])=[O:27])[CH2:23]3)[CH2:19]2)=[N:16][CH:17]=1)=[O:11] |f:1.2.3|. Reported procedure: To N-(1-isobutoxyethoxy) 2-[5-(naphthalene-2-sulfonyl)-hexahydropyrrolo[3,4-c]pyrrol-2(1H)-yl]-pyrimidine-5-carboxamide (0.255 g, 0.5 mmol) was added TFA/DCM/MeOH (5 ml, 1:2:2 mixture). The solution was stirred for 2 h, then concentrated under vacuum. The residue was purified by reverse phase HPLC to yield the desired product (95 mg, 50%). LCMS purity >98%, m/z 440 [M+H]+, 1H NMR (300 MHz, d6-DMSO) δ: 2.90 (2H, br s), 3.24 (4H, dd, J=3.3, 10 Hz), 3.45 (2H, dd, J=6.8, 9.8 Hz), 3.61 (2H, dd, J=6.7...